From a dataset of the Open Reaction Database (ORD), a public repository of structured organic reaction records. describe an organic reaction: reactants, conditions, products, and yield The reactants are O=C(c1ccc(Br)c(F)c1)N1CCOCC1, C[Mg]Cl, C1CCOC1, O. The product is CC(=O)c1ccc(Br)c(F)c1. RXN SMILES: [Br:1][c:2]1[c:3]([F:16])[cH:4][c:5]([C:8](=[O:9])[N:10]2[CH2:11][CH2:12][O:13][CH2:14][CH2:15]2)[cH:6][cH:7]1.[CH3:17][Mg:18][Cl:19].[O:21]1[CH2:22][CH2:23][CH2:24][CH2:25]1.[OH2:20]>>[Br:1][c:2]1[c:3]([F:16])[cH:4][c:5]([C:8](=[O:9])[CH3:17])[cH:6][cH:7]1. Reactants: CCOC(=O)CNC1C(=O)N(CC(=O)OC(C)(C)C)c2ccccc2SC1c1ccccc1, Cl, C1COCCO1. The product is Cl, CCOC(=O)CNC1C(=O)N(CC(=O)O)c2ccccc2SC1c1ccccc1. RXN SMILES: [C:1]([CH3:2])([CH3:3])([CH3:4])[O:5][C:6](=[O:7])[CH2:8][N:9]1[C:10](=[O:33])[CH:11]([NH:26][CH2:27][C:28](=[O:29])[O:30][CH2:31][CH3:32])[CH:12]([c:20]2[cH:21][cH:22][cH:23][cH:24][cH:25]2)[S:13][c:14]2[c:15]1[cH:16][cH:17][cH:18][cH:19]2.[ClH:34].[O:35]1[CH2:36][CH2:37][O:38][CH2:39][CH2:40]1>>[ClH:34].[O:5]=[C:6]([OH:7])[CH2:8][N:9]1[C:10](=[O:33])[CH:11]([NH:26][CH2:27][C:28](=[O:29])[O:30][CH2:31][CH3:32])[CH:12]([c:20]2[cH:21][cH:22][cH:23][cH:24][cH:25]2)[S:13][c:14]2[c:15]1[cH:16][cH:17][cH:18][cH:19]2. The reactants are CC(C)O, CCCCCCCCCCCCCCCCCC(=O)c1ccc(O)c(C(=O)O)c1, O=S(=O)(O)O. The product is CCCCCCCCCCCCCCCCCC(=O)c1ccc(O)c(C(=O)OC(C)C)c1. As a reaction SMILES: [CH:35]([CH3:36])([CH3:37])[OH:38].[OH:1][c:2]1[c:3]([C:4](=[O:5])[OH:6])[cH:7][c:8]([C:11]([CH2:12][CH2:13][CH2:14][CH2:15][CH2:16][CH2:17][CH2:18][CH2:19][CH2:20][CH2:21][CH2:22][CH2:23][CH2:24][CH2:25][CH2:26][CH2:27][CH3:28])=[O:29])[cH:9][cH:10]1.[S:30](=[O:31])(=[O:32])([OH:33])[OH:34]>>[OH:1][c:2]1[c:3]([C:4](=[O:5])[O:6][CH:35]([CH3:36])[CH3:37])[cH:7][c:8]([C:11]([CH2:12][CH2:13][CH2:14][CH2:15][CH2:16][CH2:17][CH2:18][CH2:19][CH2:20][CH2:21][CH2:22][CH2:23][CH2:24][CH2:25][CH2:26][CH2:27][CH3:28])=[O:29])[cH:9][cH:10]1. Reactants: CCCC(C(=O)OCc1ccccc1)N(Cc1ccccc1)Cc1ccccc1, CO, Cl, [Na+], [OH-], O. Yields the product CCCC(C(=O)O)N(Cc1ccccc1)Cc1ccccc1. RXN SMILES: [CH2:1]([c:2]1[cH:3][cH:4][cH:5][cH:6][cH:7]1)[N:8]([CH:9]([C:10](=[O:11])[O:12][CH2:13][c:14]1[cH:15][cH:16][cH:17][cH:18][cH:19]1)[CH2:20][CH2:21][CH3:22])[CH2:23][c:24]1[cH:25][cH:26][cH:27][cH:28][cH:29]1.[CH3:33][OH:34].[ClH:32].[Na+:31].[OH-:30].[OH2:35]>>[CH2:1]([c:2]1[cH:3][cH:4][cH:5][cH:6][cH:7]1)[N:8]([CH:9]([C:10](=[O:11])[OH:12])[CH2:20][CH2:21][CH3:22])[CH2:23][c:24]1[cH:25][cH:26][cH:27][cH:28][cH:29]1. The reactants are C(CCC)(=O)C=1C=CC(=NC1)NC(C(C)(C)C)=O (N-(5-butyryl-pyridin-2-yl)-2,2-dimethyl-propionamide), C(C)O (ethanol), Cl (hydrochloric acid). Conditions: time 40 minute. Product: OC(CCC)C=1C=CC(=NC1)NC(C(C)(C)C)=O (N-[5-(1-hydroxy-butyl)-pyridin-2-yl]-2,2-dimethyl-propionamide). Isolated yield 41.2%. Reaction SMILES: [C:1]([C:6]1[CH:7]=[CH:8][C:9]([NH:12][C:13](=[O:18])[C:14]([CH3:17])([CH3:16])[CH3:15])=[N:10][CH:11]=1)(=[O:5])[CH2:2][CH2:3][CH3:4].C(O)C.Cl>>[OH:5][CH:1]([C:6]1[CH:7]=[CH:8][C:9]([NH:12][C:13](=[O:18])[C:14]([CH3:17])([CH3:16])[CH3:15])=[N:10][CH:11]=1)[CH2:2][CH2:3][CH3:4]. Reported procedure: To a solution of N-(5-butyryl-pyridin-2-yl)-2,2-dimethyl-propionamide (2.47 g, 9.95 mmol) in ethanol (20 mL) sodium borohydride (185 mg, 5.0 mmol) was added. After 40 min stirring at room temperature the mixture was acidified with 1 N hydrochloric acid to pH 2 and stirred for 10 min. After neutralisation with sodium hydrogencarbonate the mixture was extracted three times with dichloromethane. The combined organic extracts were washed twice with sodium hydrogen carbonate solution and once with br... The reactants are COC=1C=CC=C2CCC(CC12)N(C(CC=1SC=CC1)=O)CCC (N-(8-methoxytetralin-2-yl)-N-propyl-2-(2-thienyl)acetamide), solution, [H-].[H-].[H-].[H-].[Li+].[Al+3] (LiAlH4). Solvent: C(C)OCC (diethyl ether), C(C)OCC (diethyl ether). Reaction conditions: time 20 hour. The product is COC=1C=CC=C2CCC(CC12)N(CCC=1SC=CC1)CCC (N-(8-methoxytetralin-2-yl)-N-propyl-N-[2-(2-thienyl)ethyl]amine). RXN SMILES: [CH3:1][O:2][C:3]1[CH:4]=[CH:5][CH:6]=[C:7]2[C:12]=1[CH2:11][CH:10]([N:13]([CH2:22][CH2:23][CH3:24])[C:14](=O)[CH2:15][C:16]1[S:17][CH:18]=[CH:19][CH:20]=1)[CH2:9][CH2:8]2.[H-].[H-].[H-].[H-].[Li+].[Al+3]>C(OCC)C>[CH3:1][O:2][C:3]1[CH:4]=[CH:5][CH:6]=[C:7]2[C:12]=1[CH2:11][CH:10]([N:13]([CH2:22][CH2:23][CH3:24])[CH2:14][CH2:15][C:16]1[S:17][CH:18]=[CH:19][CH:20]=1)[CH2:9][CH2:8]2 |f:1.2.3.4.5.6|. Procedure: To a solution of 16 mg (0.05 mmol) of N-(8-methoxytetralin-2-yl)-N-propyl-2-(2-thienyl)acetamide (A4-1: R═OMe, Cy=2-thienyl) in 10 mL dry diethyl ether 0.15 mL of a 1 M solution of LiAlH4 (0.15 mmol) in dry diethyl ether were added dropwise and stirred for 20 hrs at room temperature. The reaction was terminated by adding a saturated aqueous solution of sodium hydrogen carbonate, the solution was filtered through a matrix consisting of Celite™ —MgSO4—Celite™ and subsequently washed with methylenc... Reactants: C([O-])([O-])=O.[Cs+].[Cs+] (cesium carbonate), C(C1=CC=CC=C1)Br (benzyl bromide), BrC1=CC(=C(C(=C1)C)O)C (4-bromo-2,6-dimethyl-phenol). The solvent is O (water), CN(C)C=O (DMF). Run at time 6 hour. Product: BrC=1C=C(C(=C(C1)C)OCC1=CC=CC=C1)C (5-bromo-1,3-dimethyl-2-(phenylmethoxy)-benzene). Isolated yield 98.5%. RXN SMILES: [Br:1][C:2]1[CH:7]=[C:6]([CH3:8])[C:5]([OH:9])=[C:4]([CH3:10])[CH:3]=1.C(=O)([O-])[O-].[Cs+].[Cs+].[CH2:17](Br)[C:18]1[CH:23]=[CH:22][CH:21]=[CH:20][CH:19]=1>CN(C=O)C.O>[Br:1][C:2]1[CH:7]=[C:6]([CH3:8])[C:5]([O:9][CH2:17][C:18]2[CH:23]=[CH:22][CH:21]=[CH:20][CH:19]=2)=[C:4]([CH3:10])[CH:3]=1 |f:1.2.3|. Reported procedure: Dissolve 4-bromo-2,6-dimethyl-phenol (20.1 g, 100 mmol) in DMF (250 mL) under nitrogen. Add cesium carbonate (48.9 g, 150 mmol) and benzyl bromide (13.1 mL, 110 mmol) and heat at 70° C. stirring mechanically for 6 h. Dilute with water (400 mL) and extract with 3/1 diethyl ether/hexanes (2×400 mL). Wash combined organics with brine (300 mL) and then dry (MgSO4), filter and concentrate in vacuo to give 28.67 g (99%) of the title compound as an oil which solidified on standing. 1H NMR(CDCl3): δ7.51... Reactants: [OH-].[Na+] (sodium hydroxide), N(=[N+]=[N-])C1=CC=C(C(=O)NCC)C=C1 (4-azido-N-ethylbenzamide), O=C(CC(=O)OC)CCCC (methyl 3-oxoheptanoate), C[O-].[Na+] (sodium methoxide). As a reaction SMILES: [N:1]([C:4]1[CH:14]=[CH:13][C:7]([C:8]([NH:10][CH2:11][CH3:12])=[O:9])=[CH:6][CH:5]=1)=[N+:2]=[N-:3].O=[C:16]([CH2:22][CH2:23][CH2:24][CH3:25])[CH2:17][C:18]([O:20]C)=[O:19].C[O-].[Na+].[OH-].[Na+]>CO.O>[CH2:22]([C:16]1[N:1]([C:4]2[CH:5]=[CH:6][C:7]([C:8]([NH:10][CH2:11][CH3:12])=[O:9])=[CH:13][CH:14]=2)[N:2]=[N:3][C:17]=1[C:18]([OH:20])=[O:19])[CH2:23][CH2:24][CH3:25] |f:2.3,4.5|. Reaction conditions: temperature 70 celsius, time 3 hour. Yield: 99.8%. The product is C(CCC)C1=C(N=NN1C1=CC=C(C=C1)C(=O)NCC)C(=O)O (5-butyl-1-{4-[(ethylamino)carbonyl]phenyl}-1H-1,2,3-triazole-4-carboxylic acid). Procedure: To a solution of 4-azido-N-ethylbenzamide (1.00 g) obtained in Example 43a) and methyl 3-oxoheptanoate (1.10 g) in methanol (50 ml) was added a solution of sodium methoxide in methanol (1.35 g, 28%). The reaction mixture was stirred at room temperature for 8 hr and at 70° C. for 3 hr, and 1M aqueous sodium hydroxide solution (11 ml) was added. The reaction mixture was stirred at 70° C. for 1 hr, cooled to room temperature, diluted with water, and methanol was evaporated under reduced pressure. T... The solvent is O (water), CO (methanol), CO (methanol), CO (methanol). Reactants: COC(=O)C(Cc1cc(C)c2nn(COCC[Si](C)(C)C)cc2c1)OC(=O)N1CCC(N2Cc3ccccc3NC2=O)CC1, O=C(O)C(F)(F)F. The product is COC(=O)C(Cc1cc(C)c2[nH]ncc2c1)OC(=O)N1CCC(N2Cc3ccccc3NC2=O)CC1. RXN SMILES: [O:1]=[C:2]1[NH:3][c:4]2[cH:5][cH:6][cH:7][cH:8][c:9]2[CH2:10][N:11]1[CH:12]1[CH2:13][CH2:14][N:15]([C:18](=[O:19])[O:20][CH:21]([CH2:22][c:23]2[cH:24][c:25]3[cH:26][n:27]([CH2:33][O:34][CH2:35][CH2:36][Si:37]([CH3:38])([CH3:39])[CH3:40])[n:28][c:29]3[c:30]([CH3:32])[cH:31]2)[C:41](=[O:42])[O:43][CH3:44])[CH2:16][CH2:17]1.[OH:45][C:46]([C:47]([F:48])([F:49])[F:50])=[O:51]>>[O:1]=[C:2]1[NH:3][c:4]2[cH:5][cH:6][cH:7][cH:8][c:9]2[CH2:10][N:11]1[CH:12]1[CH2:13][CH2:14][N:15]([C:18](=[O:19])[O:20][CH:21]([CH2:22][c:23]2[cH:24][c:25]3[cH:26][n:27][nH:28][c:29]3[c:30]([CH3:32])[cH:31]2)[C:41](=[O:42])[O:43][CH3:44])[CH2:16][CH2:17]1.